Dataset: the Open Reaction Database (ORD), a public repository of structured organic reaction records. Task: describe an organic reaction: reactants, conditions, products, and yield Yields the product C1=2N3CCC[C@@H]3C=3C=CC=C(OCCCNC(C=4C=NN(C=C1)C4N2)=O)N3 ((6R)-12-oxa-2,16,20,21,24,26-hexaazapentacyclo-[16.5.2.17,11.02,6.021,25]hexacosa-1(24),7(26),8,10,18(25),19,22-heptaen-17-one). Run at time 10 minute. Procedure details: To a solution of (R)-5-(2-(6-(3-aminopropoxy)pyridin-2-yl)pyrrolidin-1-yl)pyrazolo[1,5-a]pyrimidine-3-carboxylic acid (70 mg, 0.18 mmol) in 1:2 DMF/DCM (9 mL) was added EDCI (110 mg, 0.55 mmol) followed by HOBT (74 mg, 0.55 mmol) at ambient temperature. After stirring for 10 minutes, TEA (0.077 mL, 0.55 mmol) was added to the reaction mixture and stirred for 6 hours. The reaction mixture was diluted with EtOAc, washed with saturated NH4Cl, saturated NaHCO3, and brine, then dried (MgSO4), filtere... The reactants are NCCCOC1=CC=CC(=N1)[C@@H]1N(CCC1)C1=NC=2N(C=C1)N=CC2C(=O)O ((R)-5-(2-(6-(3-aminopropoxy)pyridin-2-yl)pyrrolidin-1-yl)pyrazolo[1,5-a]pyrimidine-3-carboxylic acid), CN(C)C=O.C(Cl)Cl (DMF DCM), CCN=C=NCCCN(C)C (EDCI), C=1C=CC2=C(C1)N=NN2O (HOBT), TEA. RXN SMILES: [NH2:1][CH2:2][CH2:3][CH2:4][O:5][C:6]1[N:11]=[C:10]([C@H:12]2[CH2:16][CH2:15][CH2:14][N:13]2[C:17]2[CH:22]=[CH:21][N:20]3[N:23]=[CH:24][C:25]([C:26](O)=[O:27])=[C:19]3[N:18]=2)[CH:9]=[CH:8][CH:7]=1.CN(C=O)C.C(Cl)Cl.CCN=C=NCCCN(C)C.C1C=CC2N(O)N=NC=2C=1>CCOC(C)=O>[C:17]12[CH:22]=[CH:21][N:20]3[C:19]([N:18]=1)=[C:25]([CH:24]=[N:23]3)[C:26](=[O:27])[NH:1][CH2:2][CH2:3][CH2:4][O:5][C:6]1[N:11]=[C:10]([CH:9]=[CH:8][CH:7]=1)[C@@H:12]1[N:13]2[CH2:14][CH2:15][CH2:16]1 |f:1.2|. Solvent: CCOC(=O)C (EtOAc). Isolated yield 45.7%. The reactants are [Al+3], [Cl-], [Cl-], [Cl-], O=C(Cl)C(=O)Cl, ClCCl, Cl, O=C(O)CCSc1ccc(F)cc1, CN(C)C=O, O. The product is O=C1CCSc2ccc(F)cc21. RXN SMILES: [Al+3:21].[Cl-:20].[Cl-:22].[Cl-:23].[Cl:14][C:15]([C:16]([Cl:17])=[O:18])=[O:19].[Cl:25][CH2:26][Cl:27].[ClH:24].[F:1][c:2]1[cH:3][cH:4][c:5]([S:8][CH2:9][CH2:10][C:11](=[O:12])[OH:13])[cH:6][cH:7]1.[O:29]=[CH:30][N:31]([CH3:32])[CH3:33].[OH2:28]>>[F:1][c:2]1[cH:3][cH:4][c:5]2[c:6]([cH:7]1)[C:11](=[O:13])[CH2:10][CH2:9][S:8]2.